Dataset: the Open Reaction Database (ORD), a public repository of structured organic reaction records. Task: describe an organic reaction: reactants, conditions, products, and yield The reactants are FC(S(=O)(=O)OC1=C2CCC(NC2=CC=C1)=O)(F)F (5-Trifluoromethanesulfonyloxy-3,4-dihydro-1H-quinolin-2-one), CN(C)C=O (DMF). The reagents and catalysts are C=1C=CC(=CC1)[P](C=2C=CC=CC2)(C=3C=CC=CC3)[Pd]([P](C=4C=CC=CC4)(C=5C=CC=CC5)C=6C=CC=CC6)([P](C=7C=CC=CC7)(C=8C=CC=CC8)C=9C=CC=CC9)[P](C=1C=CC=CC1)(C=1C=CC=CC1)C=1C=CC=CC1 (tetrakis(triphenylphosphine)palladium), [C-]#N.[Zn+2].[C-]#N (zinc cyanide). Run at temperature 100 celsius, time 2 hour. Product: C(#N)C1=C2CCC(NC2=CC=C1)=O (5-cyano-3,4-dihydro-1H-quinolin-2-one). The yield is 81.0%. As a reaction SMILES: FC(F)(F)S(O[C:7]1[CH:16]=[CH:15][CH:14]=[C:13]2[C:8]=1[CH2:9][CH2:10][C:11](=[O:17])[NH:12]2)(=O)=O.[CH3:20][N:21](C=O)C>[C-]#N.[Zn+2].[C-]#N.C1C=CC([P]([Pd]([P](C2C=CC=CC=2)(C2C=CC=CC=2)C2C=CC=CC=2)([P](C2C=CC=CC=2)(C2C=CC=CC=2)C2C=CC=CC=2)[P](C2C=CC=CC=2)(C2C=CC=CC=2)C2C=CC=CC=2)(C2C=CC=CC=2)C2C=CC=CC=2)=CC=1>[C:20]([C:7]1[CH:16]=[CH:15][CH:14]=[C:13]2[C:8]=1[CH2:9][CH2:10][C:11](=[O:17])[NH:12]2)#[N:21] |f:2.3.4,^1:33,35,54,73|. Procedure details: 5-Trifluoromethanesulfonyloxy-3,4-dihydro-1H-quinolin-2-one (1.5 g), zinc cyanide (1.3 g) and tetrakis(triphenylphosphine)palladium (0.59 g) were suspended in DMF (20 ml), and the suspension was stirred at 100° C. for 2 hours. The insoluble matter was filtered off, and ethyl acetate was added to the filtrate, followed by washing with water. The resulting mixture was dried over anhydrous magnesium sulfate, and concentrated under reduced pressure, and the residue was recrystallized from an ethyl a... Yields the product Cc1cc(F)ccc1C(=C(C=CC(O)CC(=O)CC(=O)OC(C)(C)C)c1nnnn1C)c1ccc(F)cc1C. Reactants: CC(=O)CC(=O)OC(C)(C)C, [Li]CCCC, Cc1cc(F)ccc1C(=C(C=CC=O)c1nnnn1C)c1ccc(F)cc1C, [H-], [Na+], C1CCOC1. Reaction SMILES: [C:29]([CH2:30][C:31](=[O:32])[CH3:33])(=[O:34])[O:35][C:36]([CH3:37])([CH3:38])[CH3:39].[CH2:42]([Li:43])[CH2:44][CH2:45][CH3:46].[F:1][c:2]1[cH:3][c:4]([CH3:28])[c:5]([C:8](=[C:9]([CH:10]=[CH:11][CH:12]=[O:13])[c:14]2[n:15][n:16][n:17][n:18]2[CH3:19])[c:20]2[c:21]([CH3:27])[cH:22][c:23]([F:26])[cH:24][cH:25]2)[cH:6][cH:7]1.[H-:40].[Na+:41].[O:47]1[CH2:48][CH2:49][CH2:50][CH2:51]1>>[F:1][c:2]1[cH:3][c:4]([CH3:28])[c:5]([C:8](=[C:9]([CH:10]=[CH:11][CH:12]([OH:13])[CH2:33][C:31]([CH2:30][C:29](=[O:34])[O:35][C:36]([CH3:37])([CH3:38])[CH3:39])=[O:32])[c:14]2[n:15][n:16][n:17][n:18]2[CH3:19])[c:20]2[c:21]([CH3:27])[cH:22][c:23]([F:26])[cH:24][cH:25]2)[cH:6][cH:7]1.